Dataset: the Open Reaction Database (ORD), a public repository of structured organic reaction records. Task: describe an organic reaction: reactants, conditions, products, and yield The reactants are Brc1nccs1, Cc1[nH]c(C(=O)NC2CCNCC2)cc1Br, Cl. Yields the product Cc1[nH]c(C(=O)NC2CCN(c3nccs3)CC2)cc1Br. As a reaction SMILES: [Br:18][c:19]1[s:20][cH:21][cH:22][n:23]1.[Br:2][c:3]1[cH:4][c:5]([C:9](=[O:10])[NH:11][CH:12]2[CH2:13][CH2:14][NH:15][CH2:16][CH2:17]2)[nH:6][c:7]1[CH3:8].[ClH:1]>>[Br:2][c:3]1[cH:4][c:5]([C:9](=[O:10])[NH:11][CH:12]2[CH2:13][CH2:14][N:15]([c:19]3[s:20][cH:21][cH:22][n:23]3)[CH2:16][CH2:17]2)[nH:6][c:7]1[CH3:8].